This data is from the Open Reaction Database (ORD), a public repository of structured organic reaction records. The task is: describe an organic reaction: reactants, conditions, products, and yield The reactants are C1CCOC1, CCCC[N+](CCCC)(CCCC)CCCC, [F-], Cc1cn(-c2ccc(S(N)(=O)=O)c(F)c2)c(-c2ccc(-c3csc([Si](C)(C)C)n3)cc2)n1, O. Yields the product Cc1cn(-c2ccc(S(N)(=O)=O)c(F)c2)c(-c2ccc(-c3cscn3)cc2)n1. RXN SMILES: [CH2:52]1[O:53][CH2:54][CH2:55][CH2:56]1.[CH3:34][CH2:35][CH2:36][CH2:37][N+:38]([CH2:39][CH2:40][CH2:41][CH3:42])([CH2:43][CH2:44][CH2:45][CH3:46])[CH2:47][CH2:48][CH2:49][CH3:50].[F-:33].[F:1][c:2]1[c:3]([S:29](=[O:30])(=[O:31])[NH2:32])[cH:4][cH:5][c:6](-[n:8]2[c:9](-[c:14]3[cH:15][cH:16][c:17](-[c:20]4[n:21][c:22]([Si:25]([CH3:26])([CH3:27])[CH3:28])[s:23][cH:24]4)[cH:18][cH:19]3)[n:10][c:11]([CH3:13])[cH:12]2)[cH:7]1.[OH2:51]>>[F:1][c:2]1[c:3]([S:29](=[O:30])(=[O:31])[NH2:32])[cH:4][cH:5][c:6](-[n:8]2[c:9](-[c:14]3[cH:15][cH:16][c:17](-[c:20]4[n:21][cH:22][s:23][cH:24]4)[cH:18][cH:19]3)[n:10][c:11]([CH3:13])[cH:12]2)[cH:7]1. Reaction SMILES: [C:1]([CH3:2])([CH3:3])([CH3:4])[c:5]1[cH:6][cH:7][c:8]2[c:9]([n:10][c:11](-[c:13]3[c:14]([OH:19])[cH:15][n:16][cH:17][cH:18]3)[o:12]2)[cH:20]1.[C:21](=[O:22])([O-:23])[O-:24].[CH:32]([CH3:33])([CH3:34])[I:35].[K+:25].[K+:26].[O:27]=[CH:28][N:29]([CH3:30])[CH3:31].[OH2:36]>>[C:1]([CH3:2])([CH3:3])([CH3:4])[c:5]1[cH:6][cH:7][c:8]2[c:9]([n:10][c:11](-[c:13]3[c:14]([O:19][CH:32]([CH3:33])[CH3:34])[cH:15][n:16][cH:17][cH:18]3)[o:12]2)[cH:20]1. The product is CC(C)Oc1cnccc1-c1nc2cc(C(C)(C)C)ccc2o1. Starting materials: CC(C)(C)c1ccc2oc(-c3ccncc3O)nc2c1, O=C([O-])[O-], CC(C)I, [K+], [K+], CN(C)C=O, O. Starting materials: 19, C1(=CC=CC=C1)CN1CCC(CC1)=O (1-(phenylmethyl)-4-piperidinone), N1=CC(=CC=C1)N (3-pyridinamine), CC1=CC=CC=C1 (methylbenzene), CC1=CC=C(C=C1)S(=O)(=O)O (4-methylbenzenesulfonic acid). Solvent: O (water). Product: 27, C1(=CC=CC=C1)CN1CCC(CC1)=NC=1C=NC=CC1 (N-[1-(phenylmethyl)-4-piperidinylidene]-3-pyridinamine). As a reaction SMILES: [C:1]1([CH2:7][N:8]2[CH2:13][CH2:12][C:11](=O)[CH2:10][CH2:9]2)[CH:6]=[CH:5][CH:4]=[CH:3][CH:2]=1.[N:15]1[CH:20]=[CH:19][CH:18]=[C:17]([NH2:21])[CH:16]=1.CC1C=CC=CC=1.CC1C=CC(S(O)(=O)=O)=CC=1>O>[C:1]1([CH2:7][N:8]2[CH2:13][CH2:12][C:11](=[N:21][C:17]3[CH:16]=[N:15][CH:20]=[CH:19][CH:18]=3)[CH2:10][CH2:9]2)[CH:6]=[CH:5][CH:4]=[CH:3][CH:2]=1. Reported procedure: A mixture of 19 parts of 1-(phenylmethyl)-4-piperidinone, 11.8 parts of 3-pyridinamine, 120 parts of methylbenzene and a small volume of 4-methylbenzenesulfonic acid is stirred and refluxed for 5 hours. (The reaction vessel is provided with reflux-condensor and water-separator). After the calculated amount of water is separated, the solvent is evaporated. The oily residue is dissolved in 800 parts of 2,2'-oxybispropane and evaporated again, yielding 27 parts of N-[1-(phenylmethyl)-4-piperidinyli... Reactants: NCCCCC(C(=O)NC(C(C(=O)OC(C)C)O)CC(C)C)NC(C(CC1=CC=CC2=CC=CC=C12)CC1=CC=CC2=CC=CC=C12)=O (3-[[6-amino-2-[[3-(1-naphthalenyl)-2-(1-naphthalenylmethyl)-1-oxopropyl]amino]-1-oxohexyl]amino]-2-hydroxy-5-methylhexanoic acid, 1-methylethyl ester), CN=C=S (methyl isothiocyanate). Solvent: C(Cl)(Cl)Cl (chloroform). Conditions: time 8 hour. The product is OC(C(=O)OC(C)C)C(CC(C)C)NC(C(CCCCNC(=S)NC)NC(C(CC1=CC=CC2=CC=CC=C12)CC1=CC=CC2=CC=CC=C12)=O)=O (2-hydroxy-5-methyl-3-[[6- [[(methylamino) thioxomethyl]amino]-2-[[3-(1-naphthalenyl)-2-(1-naphthalenylmethyl)-1-oxopropyl]amino]-1-oxohexyl]amino]hexanoicacid, 1-methylethyl ester). Isolated yield 53.0%. As a reaction SMILES: [NH2:1][CH2:2][CH2:3][CH2:4][CH2:5][CH:6]([NH:23][C:24](=[O:48])[CH:25]([CH2:37][C:38]1[C:47]2[C:42](=[CH:43][CH:44]=[CH:45][CH:46]=2)[CH:41]=[CH:40][CH:39]=1)[CH2:26][C:27]1[C:36]2[C:31](=[CH:32][CH:33]=[CH:34][CH:35]=2)[CH:30]=[CH:29][CH:28]=1)[C:7]([NH:9][CH:10]([CH2:19][CH:20]([CH3:22])[CH3:21])[CH:11]([OH:18])[C:12]([O:14][CH:15]([CH3:17])[CH3:16])=[O:13])=[O:8].[CH3:49][N:50]=[C:51]=[S:52]>C(Cl)(Cl)Cl>[OH:18][CH:11]([CH:10]([NH:9][C:7](=[O:8])[CH:6]([NH:23][C:24](=[O:48])[CH:25]([CH2:26][C:27]1[C:36]2[C:31](=[CH:32][CH:33]=[CH:34][CH:35]=2)[CH:30]=[CH:29][CH:28]=1)[CH2:37][C:38]1[C:47]2[C:42](=[CH:43][CH:44]=[CH:45][CH:46]=2)[CH:41]=[CH:40][CH:39]=1)[CH2:5][CH2:4][CH2:3][CH2:2][NH:1][C:51]([NH:50][CH3:49])=[S:52])[CH2:19][CH:20]([CH3:22])[CH3:21])[C:12]([O:14][CH:15]([CH3:16])[CH3:17])=[O:13]. Procedure details: [2R-[2R*,3S*(S*)]]-3-[[6-amino-2-[[3-(1-naphthalenyl)-2-(1-naphthalenylmethyl)-1-oxopropyl]amino]-1-oxohexyl]amino]-2-hydroxy-5-methylhexanoic acid, 1-methylethyl ester (Example K), 3.44 g (5.3 mmol), is dissolved in 65 ml of chloroform, 0.42 g (5.7 mmol) of methyl isothiocyanate is added, and the reaction mixture is stirred at room temperature overnight under a nitrogen atmosphere. The reaction mixture is concentrated and 2.05 g (53% yield) of the title compound is obtained after flash chromato... Solvent: C1CCOC1 (THF). Yield: 75.0%. Product: C1(CC1)C(CC(=O)OCC)C1=NC=NC(=C1)OCC=1C=NC(=C(C1)CC(C)(C)C)C1=C(C=CC(=C1)OC)F (ethyl 3-cyclopropyl-3-(6-((6-(2-fluoro-5-methoxyphenyl)-5-neopentylpyridin-3-yl)methoxy)pyrimidin-4-yl)propanoate). Reaction SMILES: [F:1][C:2]1[CH:7]=[CH:6][C:5]([O:8][CH3:9])=[CH:4][C:3]=1[C:10]1[N:15]=[CH:14][C:13]([CH2:16][OH:17])=[CH:12][C:11]=1[CH2:18][C:19]([CH3:22])([CH3:21])[CH3:20].Cl[C:24]1[N:29]=[CH:28][N:27]=[C:26]([CH:30]([CH:37]2[CH2:39][CH2:38]2)[CH2:31][C:32]([O:34][CH2:35][CH3:36])=[O:33])[CH:25]=1.[H-].[Na+].Cl>C1COCC1>[CH:37]1([CH:30]([C:26]2[CH:25]=[C:24]([O:17][CH2:16][C:13]3[CH:14]=[N:15][C:10]([C:3]4[CH:4]=[C:5]([O:8][CH3:9])[CH:6]=[CH:7][C:2]=4[F:1])=[C:11]([CH2:18][C:19]([CH3:22])([CH3:21])[CH3:20])[CH:12]=3)[N:29]=[CH:28][N:27]=2)[CH2:31][C:32]([O:34][CH2:35][CH3:36])=[O:33])[CH2:39][CH2:38]1 |f:2.3|. Run at time 5 hour. Reported procedure: Under a nitrogen atmosphere, to a solution of (6-(2-fluoro-5-methoxyphenyl)-5-neopentylpyridin-3-yl)methanol (379 mg) and ethyl 3-(6-chloropyrimidin-4-yl)-3-cyclopropylpropanoate (382 mg) in THF (5.0 mL) was added 60% sodium hydride (65 mg) at 0° C., and the mixture was stirred at room temperature for 5 hr. 1N Hydrochloric acid was added to the reaction mixture at 0° C., and the mixture was extracted with ethyl acetate. The extract was washed with water and saturated brine, and dried over anhydr... Reactants: Cl (Hydrochloric acid), FC1=C(C=C(C=C1)OC)C1=C(C=C(C=N1)CO)CC(C)(C)C ((6-(2-fluoro-5-methoxyphenyl)-5-neopentylpyridin-3-yl)methanol), ClC1=CC(=NC=N1)C(CC(=O)OCC)C1CC1 (ethyl 3-(6-chloropyrimidin-4-yl)-3-cyclopropylpropanoate), [H-].[Na+] (sodium hydride). Reactants: O=C1N(C2=CC=CC=C2C1)C1CCN(CC1)C(=O)OC(C)(C)C (Tert-butyl 4-(2-oxoindolin-1-yl)piperidine-1-carboxylate), C(C)#N (ACN), BrN1C(CCC1=O)=O (N-bromosuccinimide). The solvent is ClCCl (dichlormethane), O (water). Conditions: temperature -10 celsius, time 2 hour. Product: O1CC(CC1)N1CC2CCC(C1)N2 (3-tetrahydrofuran-3-yl-3,8-diazabicyclo[3.2.1]octane). Yield: 99.0%. As a reaction SMILES: O=[C:2]1[CH2:10][C:9]2[C:4](=[CH:5]C=CC=2)[N:3]1C1CCN(C(OC(C)(C)C)=O)CC1.BrN1[C:29](=O)[CH2:28][CH2:27][C:26]1=[O:31].[C:32](#[N:34])C>ClCCl.O>[O:31]1[CH2:26][CH2:27][CH:28]([N:34]2[CH2:5][CH:4]3[NH:3][CH:2]([CH2:10][CH2:9]3)[CH2:32]2)[CH2:29]1. Procedure: Tert-butyl 4-(2-oxoindolin-1-yl)piperidine-1-carboxylate (100 mg, 0.32 mmol) in ACN is cooled down to −10° C., N-bromosuccinimide (56.47 mg, 0.32 mmol) is added and stirred at −10° C. for 2 h. The reaction mixture is diluted with dichlormethane and water. The organic layer is separated, dried and concentrated. The crude product is used for the next step without further purification. Yield 99%, m/z 395 [M+H]+, rt 1.126 min, LC-MS Method Z020_S01. The reactants are CCO, [Cl-], O=[N+]([O-])c1ccc2c(Cl)nn(CCN3CCCC3)c2c1, [Fe], [NH4+]. Product: Nc1ccc2c(Cl)nn(CCN3CCCC3)c2c1. As a reaction SMILES: [CH3:23][CH2:24][OH:25].[Cl-:21].[Cl:1][c:2]1[n:3][n:4]([CH2:14][CH2:15][N:16]2[CH2:17][CH2:18][CH2:19][CH2:20]2)[c:5]2[cH:6][c:7]([N+:11]([O-:12])=[O:13])[cH:8][cH:9][c:10]12.[Fe:26].[NH4+:22]>>[Cl:1][c:2]1[n:3][n:4]([CH2:14][CH2:15][N:16]2[CH2:17][CH2:18][CH2:19][CH2:20]2)[c:5]2[cH:6][c:7]([NH2:11])[cH:8][cH:9][c:10]12.